describe an organic reaction: reactants, conditions, products, and yield From a dataset of the Open Reaction Database (ORD), a public repository of structured organic reaction records. Starting materials: C(C)(C)N (isopropylamine), CC=1C=C2C(=NC1)C(=O)OC2=O (5-methylpyridine-2,3-dicarboxylic anhydride). The solvent is C(Cl)Cl (methylene chloride). Yields the product C(C)(C)NC(=O)C1=NC=C(C=C1C(=O)O)C (2-Isopropylaminocarbonyl-5-methylpyridine-3-carboxylic acid). Isolated yield 91.5%. RXN SMILES: [CH:1]([NH2:4])([CH3:3])[CH3:2].[CH3:5][C:6]1[CH:7]=[C:8]2[C:15](=[O:16])[O:14][C:12](=[O:13])[C:9]2=[N:10][CH:11]=1>C(Cl)Cl>[CH:1]([NH:4][C:12]([C:9]1[C:8]([C:15]([OH:16])=[O:14])=[CH:7][C:6]([CH3:5])=[CH:11][N:10]=1)=[O:13])([CH3:3])[CH3:2]. Procedure: 3.25 g of isopropylamine are added to 8.1 g of 5-methylpyridine-2,3-dicarboxylic anhydride in 50 ml of methylene chloride at from 20° to 30° C. while stirring, and the stirred mixture is refluxed for 3 hours. The reaction mixture is evaporated down under reduced pressure and the residue is stirred in a 1:1:1 mixture of ether, methyl tert-butyl ether and petroleum ether. Filtration under suction and drying give 10.1 g of the title compound as colorless crystals of melting point 95°-105° C. Reactants: CO, ClCCl, O=C1CC(c2nc(I)c3c(Cl)nccn23)C1. Yields the product OC1CC(c2nc(I)c3c(Cl)nccn23)C1. Reaction SMILES: [CH3:17][OH:18].[Cl:19][CH2:20][Cl:21].[Cl:1][c:2]1[c:3]2[n:4]([cH:5][cH:6][n:7]1)[c:8]([CH:12]1[CH2:13][C:14](=[O:16])[CH2:15]1)[n:9][c:10]2[I:11]>>[Cl:1][c:2]1[c:3]2[n:4]([cH:5][cH:6][n:7]1)[c:8]([CH:12]1[CH2:13][CH:14]([OH:16])[CH2:15]1)[n:9][c:10]2[I:11]. The reactants are Cc1cc(Nc2ccc(C3CC3)cc2C(=O)O)cnc1-c1ccccc1, ClCCl, O=C(OO)c1cccc(Cl)c1. The product is Cc1cc(Nc2ccc(C3CC3)cc2C(=O)O)c[n+]([O-])c1-c1ccccc1. RXN SMILES: [CH:1]1([c:4]2[cH:5][cH:6][c:7]([NH:13][c:14]3[cH:15][n:16][c:17](-[c:21]4[cH:22][cH:23][cH:24][cH:25][cH:26]4)[c:18]([CH3:20])[cH:19]3)[c:8]([C:9](=[O:10])[OH:11])[cH:12]2)[CH2:2][CH2:3]1.[Cl:38][CH2:39][Cl:40].[OH:27][O:28][C:29]([c:30]1[cH:31][c:32]([Cl:33])[cH:34][cH:35][cH:36]1)=[O:37]>>[CH:1]1([c:4]2[cH:5][cH:6][c:7]([NH:13][c:14]3[cH:15][n+:16]([O-:27])[c:17](-[c:21]4[cH:22][cH:23][cH:24][cH:25][cH:26]4)[c:18]([CH3:20])[cH:19]3)[c:8]([C:9](=[O:10])[OH:11])[cH:12]2)[CH2:2][CH2:3]1. RXN SMILES: C(OC([N:8]1[C:16]2[C:11](=[CH:12][CH:13]=[CH:14][CH:15]=2)[C:10]([CH2:17][CH:18]2[C:24](=[O:25])[N:23]([CH2:26][C:27]([N:29]([CH:39]([CH3:41])[CH3:40])[C:30]3[CH:35]=[CH:34][C:33]4[O:36][CH2:37][O:38][C:32]=4[CH:31]=3)=[O:28])[C:22]3[CH:42]=[CH:43][CH:44]=[CH:45][C:21]=3[N:20]([C:46]3[CH:51]=[CH:50][CH:49]=[CH:48][CH:47]=3)[C:19]2=[O:52])=[N:9]1)=O)(C)(C)C.Cl.C(OCC)C>O1CCOCC1>[NH:8]1[C:16]2[C:11](=[CH:12][CH:13]=[CH:14][CH:15]=2)[C:10]([CH2:17][CH:18]2[C:24](=[O:25])[N:23]([CH2:26][C:27]([N:29]([CH:39]([CH3:41])[CH3:40])[C:30]3[CH:35]=[CH:34][C:33]4[O:36][CH2:37][O:38][C:32]=4[CH:31]=3)=[O:28])[C:22]3[CH:42]=[CH:43][CH:44]=[CH:45][C:21]=3[N:20]([C:46]3[CH:47]=[CH:48][CH:49]=[CH:50][CH:51]=3)[C:19]2=[O:52])=[N:9]1. Starting materials: C(C)OCC (Diethyl ether), C(C)(C)(C)OC(=O)N1N=C(C2=CC=CC=C12)CC1C(N(C2=C(N(C1=O)CC(=O)N(C1=CC3=C(C=C1)OCO3)C(C)C)C=CC=C2)C2=CC=CC=C2)=O (2-[3-(1-Tert-butoxycarbonyl-1H-indazol-3-ylmethyl)-2,4-dioxo-5-phenyl-2,3,4,5-tetrahydrobenzo[b][1,4]diazepin-1-yl]-N-isopropyl-N-(3,4-methylenedioxy-phenyl) acetamide), Intermediate 72, Cl (HCl), resultant mixture. Run in O1CCOCC1 (dioxane). Conditions: time 3 hour. Reported procedure: A mixture of 2-[3-(1-Tert-butoxycarbonyl-1H-indazol-3-ylmethyl)-2,4-dioxo-5-phenyl-2,3,4,5-tetrahydrobenzo[b][1,4]diazepin-1-yl]-N-isopropyl-N-(3,4-methylenedioxy-phenyl) acetamide, prepared as in Intermediate 72, (123 mg, 0.175 mmol) and 4N HCl in dioxane (1 mL) is stirred at RT for 3 h. Diethyl ether (20 mL) is added and the resultant mixture stirred vigorously for 20 min. The solids were allowed to settle and the solvent is decanted. This procedure is repeated three times and the final solid ... The product is N1N=C(C2=CC=CC=C12)CC1C(N(C2=C(N(C1=O)CC(=O)N(C1=CC3=C(C=C1)OCO3)C(C)C)C=CC=C2)C2=CC=CC=C2)=O (2-[3-(1H-Indazol-3-ylmethyl)-2,4-dioxo-5-phenyl-2,3,4,5-tetrahydrobenzo[b][1,4]diazepin-1-yl]-N-isopropyl-N-(3,4-methylenedioxy-phenyl) acetamide). The reactants are NC1=C2C(C(=CN(C2=C(C(=C1F)NCCNC1=NC=C(C=C1)C(=O)OCC)OC)C1CC1)C(=O)O)=O (5-amino-1-cyclopropyl-7-[2-[(5-ethoxycarbonyl-2-pyridyl)amino]ethylamino]-6-fluoro-1,4-dihydro-8-methoxy-4-oxoquinoline-3-carboxylic acid), [Na+].[Cl-] (NaCl). Run in O (water), [NH4+].[Cl-] (NH4Cl), CO (MeOH), [OH-].[Na+] (NaOH). Reaction conditions: time 8 hour. Yields the product NC1=C2C(C(=CN(C2=C(C(=C1F)NCCNC1=NC=C(C=C1)C(=O)O)OC)C1CC1)C(=O)O)=O (5-amino-1-cyclopropyl-6-fluoro 1,4-dihydro-7-[2-[(5-hydroxycarbonyl-2-pyridyl)amino]ethylamino]-8-methoxy-4-oxoquinoline-3-carboxylic acid). The yield is 23.5%. RXN SMILES: [NH2:1][C:2]1[C:11]([F:12])=[C:10]([NH:13][CH2:14][CH2:15][NH:16][C:17]2[CH:22]=[CH:21][C:20]([C:23]([O:25]CC)=[O:24])=[CH:19][N:18]=2)[C:9]([O:28][CH3:29])=[C:8]2[C:3]=1[C:4](=[O:36])[C:5]([C:33]([OH:35])=[O:34])=[CH:6][N:7]2[CH:30]1[CH2:32][CH2:31]1.[Na+].[Cl-]>CO.[OH-].[Na+].O.[NH4+].[Cl-]>[NH2:1][C:2]1[C:11]([F:12])=[C:10]([NH:13][CH2:14][CH2:15][NH:16][C:17]2[CH:22]=[CH:21][C:20]([C:23]([OH:25])=[O:24])=[CH:19][N:18]=2)[C:9]([O:28][CH3:29])=[C:8]2[C:3]=1[C:4](=[O:36])[C:5]([C:33]([OH:35])=[O:34])=[CH:6][N:7]2[CH:30]1[CH2:31][CH2:32]1 |f:1.2,4.5,7.8|. Procedure: To a suspension of 5-amino-1-cyclopropyl-7-[2-[(5-ethoxycarbonyl-2-pyridyl)amino]ethylamino]-6-fluoro-1,4-dihydro-8-methoxy-4-oxoquinoline-3-carboxylic acid (390 mg, 0.781 mmol) in MeOH (5 mL), 1M aq. NaOH (5 mL) was added. The mixture was stirred at room temperature for 8 h. The reaction mixture was diluted with water (30 mL) and saturated aq NH4Cl (20 mL). The solution was saturated with NaCl and the crude product was extracted with EtOAc (2×100 mL). The organic layers were combined, washed wi... The product is C(C)OC1=C(C(=O)CCC(=O)O)C=CC(=C1)OCC (3-(2,4-Diethoxybenzoyl)propionic acid). Procedure details: A mixture of m-diethoxybenzene (22 g.) and succinic anhydride (15 g.) was dissolved in 1,2-dichloroethane and the resultant solution was stirred and treated with powdered aluminium chloride (30 g.), added gradually during 1 hour with external cooling to keep the reaction temperature at 10° C. The reaction mixture was stirred for 1 hour further, poured into water and the solvent was boiled off. The remaining oily suspension crystallised on stirring and cooling and the solid was collected and drie... Solvent: ClCCCl (1,2-dichloroethane). As a reaction SMILES: [CH2:1]([O:3][C:4]1[CH:9]=[CH:8][CH:7]=[C:6]([O:10][CH2:11][CH3:12])[CH:5]=1)[CH3:2].[C:13]1(=[O:19])[O:18][C:16](=[O:17])[CH2:15][CH2:14]1.[Cl-].[Al+3].[Cl-].[Cl-].O>ClCCCl>[CH2:11]([O:10][C:6]1[CH:5]=[C:4]([O:3][CH2:1][CH3:2])[CH:9]=[CH:8][C:7]=1[C:13]([CH2:14][CH2:15][C:16]([OH:18])=[O:17])=[O:19])[CH3:12] |f:2.3.4.5|. Starting materials: [Cl-].[Al+3].[Cl-].[Cl-] (aluminium chloride), C(C)OC1=CC(=CC=C1)OCC (m-diethoxybenzene), C1(CCC(=O)O1)=O (succinic anhydride), O (water), resultant solution. Run at time 1 hour. Yields the product NC1=C2CCN(CC2=CC2=C1C=CC=C2)C (5-Amino-2-methyl-1,2,3,4-tetrahydrobenzo[g]isoquinoline). Procedure: A solution of 50.0 g of 5-amino-1,2,3,4-tetrahydrobenzo[g]isoquinolin-2-ylcarboxylic acid ethyl ester (see Example 4a-c for production) in 1.2 litres of anhydrous tetrahydrofuran is added dropwise at temperatures of between 15° - 30° to a suspension of 23.0 g of lithium aluminium hydride in 500 ml of anhydrous tetrahydrofuran while cooling. The reaction mixture is stirred for 5 hours at the boiling temperature, is cooled to 0° and is decomposed by the dropwise addition of 90 ml of a saturated so... Starting materials: S(=O)(=O)([O-])[O-].[Na+].[Na+] (sodium sulphate), C(C)OC(=O)N1CC2=CC3=C(C(=C2CC1)N)C=CC=C3 (5-amino-1,2,3,4-tetrahydrobenzo[g]isoquinolin-2-ylcarboxylic acid ethyl ester), [H-].[Al+3].[Li+].[H-].[H-].[H-] (lithium aluminium hydride). As a reaction SMILES: C(O[C:4]([N:6]1[CH2:15][CH2:14][C:13]2[C:8](=[CH:9][C:10]3[CH:20]=[CH:19][CH:18]=[CH:17][C:11]=3[C:12]=2[NH2:16])[CH2:7]1)=O)C.[H-].[Al+3].[Li+].[H-].[H-].[H-].S([O-])([O-])(=O)=O.[Na+].[Na+]>O1CCCC1>[NH2:16][C:12]1[C:11]2[CH:17]=[CH:18][CH:19]=[CH:20][C:10]=2[CH:9]=[C:8]2[C:13]=1[CH2:14][CH2:15][N:6]([CH3:4])[CH2:7]2 |f:1.2.3.4.5.6,7.8.9|. Run at time 5 hour. Solvent: O1CCCC1 (tetrahydrofuran), O1CCCC1 (tetrahydrofuran).